Dataset: the Open Reaction Database (ORD), a public repository of structured organic reaction records. Task: describe an organic reaction: reactants, conditions, products, and yield Reaction SMILES: [Al+3:15].[CH2:37]1[O:38][CH2:39][CH2:40][CH2:41]1.[H-:14].[H-:17].[H-:18].[H-:19].[Li+:16].[Na+:35].[Na+:36].[O:1]=[C:2]1[NH:3][CH2:4][CH2:5][NH:6][CH:7]1[c:8]1[cH:9][cH:10][cH:11][cH:12][cH:13]1.[OH2:20].[OH2:21].[OH2:22].[OH2:23].[OH2:24].[OH2:25].[OH2:26].[OH2:27].[OH2:28].[OH2:29].[S:30]([O-:31])([O-:32])(=[O:33])=[O:34]>>[CH2:2]1[NH:3][CH2:4][CH2:5][NH:6][CH:7]1[c:8]1[cH:9][cH:10][cH:11][cH:12][cH:13]1. The reactants are [Al+3], C1CCOC1, [H-], [H-], [H-], [H-], [Li+], [Na+], [Na+], O=C1NCCNC1c1ccccc1, O, O, O, O, O, O, O, O, O, O, O=S(=O)([O-])[O-]. Yields the product c1ccc(C2CNCCN2)cc1. Starting materials: COC=C(CCCCC1=CC=CC=C1)C#N (1-methoxy-2-cyano-6-phenyl-1-hexene), Cl.NC(=N)N (guanidine hydrochloride), C([O-])([O-])=O.[K+].[K+] (potassium carbonate). Solvent: CN(C=O)C (N,N-dimethylformamide), O (water). Yields the product NC1=NC=C(C(=N1)N)CCCCC1=CC=CC=C1 (2,4-diamino-5-(4-phenylbutyl)pyrimidine). Isolated yield 52.5%. RXN SMILES: CO[CH:3]=[C:4]([C:15]#[N:16])[CH2:5][CH2:6][CH2:7][CH2:8][C:9]1[CH:14]=[CH:13][CH:12]=[CH:11][CH:10]=1.Cl.[NH2:18][C:19]([NH2:21])=[NH:20].C(=O)([O-])[O-].[K+].[K+]>CN(C)C=O.O>[NH2:21][C:19]1[N:20]=[C:15]([NH2:16])[C:4]([CH2:5][CH2:6][CH2:7][CH2:8][C:9]2[CH:14]=[CH:13][CH:12]=[CH:11][CH:10]=2)=[CH:3][N:18]=1 |f:1.2,3.4.5|. Procedure: A stirred solution of 2.4 grams (0.011 mole) of 1-methoxy-2-cyano-6-phenyl-1-hexene, 4.2 grams (0.044 mole) of guanidine hydrochloride, and 7.6 grams (0.055 mole) of potassium carbonate in 40 mL of N,N-dimethylformamide was heated at 100° C. to 105° C. for about 20 hours. After this time the reaction mixture was diluted with 100 mL of water. The mixture was then extracted with two 100 mL portions of ethyl acetate. The combined extracts were washed with three 75 mL portions of an aqueous 10% lith... Starting materials: O (Water), COC(CC1=CC2=CC=C(C=C2C(=C1C)B1OC(C(O1)(C)C)(C)C)Cl)=O ([6-chloro-3-methyl-4-(4,4,5,5-tetra methyl-[1,3,2]-dioxaborolan-2-yl)-naphthalen-2-yl]-acetic acid methyl ester), BrC1=CC=C(C=C1)SC1=C(C=CC=C1)Cl (1-bromo-4-(2-chlorophenylsulfanyl)-benzene), C([O-])(O)=O.[Na+] (sodium bicarbonate). Reagents/catalysts: C=1C=CC(=CC1)[P](C=2C=CC=CC2)(C=3C=CC=CC3)[Pd]([P](C=4C=CC=CC4)(C=5C=CC=CC5)C=6C=CC=CC6)([P](C=7C=CC=CC7)(C=8C=CC=CC8)C=9C=CC=CC9)[P](C=1C=CC=CC1)(C=1C=CC=CC1)C=1C=CC=CC1 (Tetrakis(triphenylphosphine)palladium(0)). Solvent: C(OC)COC (dimethoxyethane). Yields the product COC(CC1=CC2=CC=C(C=C2C(=C1C)C1=CC=C(C=C1)SC1=C(C=CC=C1)Cl)Cl)=O ({6-chloro-4-[4-(2-chloro-phenylsulfanyl)-phenyl]-3-methyl-naphthalen-2-yl}-acetic acid methyl ester). The yield is 20.6%. As a reaction SMILES: [CH3:1][O:2][C:3](=[O:26])[CH2:4][C:5]1[C:14]([CH3:15])=[C:13](B2OC(C)(C)C(C)(C)O2)[C:12]2[C:7](=[CH:8][CH:9]=[C:10]([Cl:25])[CH:11]=2)[CH:6]=1.Br[C:28]1[CH:33]=[CH:32][C:31]([S:34][C:35]2[CH:40]=[CH:39][CH:38]=[CH:37][C:36]=2[Cl:41])=[CH:30][CH:29]=1.C(=O)(O)[O-].[Na+].O>C(COC)OC.C1C=CC([P]([Pd]([P](C2C=CC=CC=2)(C2C=CC=CC=2)C2C=CC=CC=2)([P](C2C=CC=CC=2)(C2C=CC=CC=2)C2C=CC=CC=2)[P](C2C=CC=CC=2)(C2C=CC=CC=2)C2C=CC=CC=2)(C2C=CC=CC=2)C2C=CC=CC=2)=CC=1>[CH3:1][O:2][C:3](=[O:26])[CH2:4][C:5]1[C:14]([CH3:15])=[C:13]([C:28]2[CH:33]=[CH:32][C:31]([S:34][C:35]3[CH:40]=[CH:39][CH:38]=[CH:37][C:36]=3[Cl:41])=[CH:30][CH:29]=2)[C:12]2[C:7](=[CH:8][CH:9]=[C:10]([Cl:25])[CH:11]=2)[CH:6]=1 |f:2.3,^1:57,59,78,97|. Procedure: A stirred solution of [6-chloro-3-methyl-4-(4,4,5,5-tetra methyl-[1,3,2]-dioxaborolan-2-yl)-naphthalen-2-yl]-acetic acid methyl ester (0.2 g, 0.53 mmol) in dimethoxyethane (5 mL) was purged with argon for 5 minutes at room temperature. Tetrakis(triphenylphosphine)palladium(0) (0.031 g, 0.027 mmol), crude 1-bromo-4-(2-chlorophenylsulfanyl)-benzene (0.165 g) and 1.0 M aqueous sodium bicarbonate (5 mL, 5 mmol) were added simultaneously to the reaction mixture under argon. The reaction mixture was r... The reactants are C(C)(C)(C)OC(=O)N1CCC(CC1)N1N=CC(=C1)C1=CC=C2C(=N1)N(N=N2)CC2=C(C(=CC=C2F)F)Cl (tert-butyl-4-(4-(3-(2-chloro-3,6-difluorobenzyl)-3H-[1,2,3]triazolo[4,5-b]pyridin-5-yl)-1H-pyrazol-1-yl)piperidine-1-carboxylate), [OH-].[Na+] (NaOH). Run in ClCCl (dichloromethane), ice water. Conditions: time 2 hour. Product: Cl.ClC1=C(CN2N=NC=3C2=NC(=CC3)C=3C=NN(C3)C3CCNCC3)C(=CC=C1F)F (3-(2-Chloro-3,6-difluorobenzyl)-5-(1-(piperidin-4-yl)-1H-pyrazol-4-yl)-3H-[1,2,3]triazolo[4,5-b]pyridine hydrochloride). Yield: 85.2%. RXN SMILES: C(OC([N:8]1[CH2:13][CH2:12][CH:11]([N:14]2[CH:18]=[C:17]([C:19]3[N:24]=[C:23]4[N:25]([CH2:28][C:29]5[C:34]([F:35])=[CH:33][CH:32]=[C:31]([F:36])[C:30]=5[Cl:37])[N:26]=[N:27][C:22]4=[CH:21][CH:20]=3)[CH:16]=[N:15]2)[CH2:10][CH2:9]1)=O)(C)(C)C.[OH-].[Na+]>ClCCl>[ClH:37].[Cl:37][C:30]1[C:31]([F:36])=[CH:32][CH:33]=[C:34]([F:35])[C:29]=1[CH2:28][N:25]1[C:23]2=[N:24][C:19]([C:17]3[CH:16]=[N:15][N:14]([CH:11]4[CH2:12][CH2:13][NH:8][CH2:9][CH2:10]4)[CH:18]=3)=[CH:20][CH:21]=[C:22]2[N:27]=[N:26]1 |f:1.2,4.5|. Reported procedure: To a solution of Example 166 (0.240 g, 0.453 mmol) in dichloromethane (3 ml) cooled to 0° C., (0.1 ml) was added and warmed to RT. After 2 h, the reaction mixture was poured in ice water and pH was adjusted to call with 10% NaOH solution and extracted with ethyl acetate, washed with brine, dried over sodium sulphate and concentrated. The residue was dissolved in THF (1 ml), ether saturated with HCl (1 ml) was added at 0° C. and stirred for 15 min. The precipitate formed was filtered and washed w... Starting materials: NC=1C=C(C=C2C=C(NC12)C(=O)OCC)OCCOC (ethyl 7-amino-5-(2-methoxyethoxy)-1H-indole-2-carboxylate), Cl.N1=C(C=CC=C1)S(=O)(=O)Cl (pyridine-2-sulfonyl chloride monohydrochloride). The solvent is N1=CC=CC=C1 (pyridine). Conditions: time 8 hour. Yields the product COCCOC=1C=C2C=C(NC2=C(C1)NS(=O)(=O)C1=NC=CC=C1)C(=O)OCC (ethyl 5-(2-methoxyethoxy)-7-[(pyridin-2-ylsulfonyl)amino]-1H-indole-2-carboxylate). The yield is 65.2%. RXN SMILES: [NH2:1][C:2]1[CH:3]=[C:4]([O:16][CH2:17][CH2:18][O:19][CH3:20])[CH:5]=[C:6]2[C:10]=1[NH:9][C:8]([C:11]([O:13][CH2:14][CH3:15])=[O:12])=[CH:7]2.Cl.[N:22]1[CH:27]=[CH:26][CH:25]=[CH:24][C:23]=1[S:28](Cl)(=[O:30])=[O:29]>N1C=CC=CC=1>[CH3:20][O:19][CH2:18][CH2:17][O:16][C:4]1[CH:5]=[C:6]2[C:10](=[C:2]([NH:1][S:28]([C:23]3[CH:24]=[CH:25][CH:26]=[CH:27][N:22]=3)(=[O:30])=[O:29])[CH:3]=1)[NH:9][C:8]([C:11]([O:13][CH2:14][CH3:15])=[O:12])=[CH:7]2 |f:1.2|. Procedure details: To a solution of ethyl 7-amino-5-(2-methoxyethoxy)-1H-indole-2-carboxylate (5.80 g) in pyridine (100 mL) was added pyridine-2-sulfonyl chloride monohydrochloride (14.0 g), and the mixture was stirred overnight at room temperature. The solvent was evaporated under reduced pressure, and the residue was dissolved in ethyl acetate. The ethyl acetate layer was washed with 1M hydrochloric acid, saturated aqueous sodium hydrogencarbonate and saturated brine, dried (MgSO4), and concentrated. The residue... RXN SMILES: [C:1]([C:3]1[C:7]2[CH2:8][C@@H:9]3[C@@H:14]([CH2:15][C:6]=2[S:5][C:4]=1[N:32](C)[C:33](=O)OC(C)(C)C)[N:13]([CH3:16])[CH2:12][C@H:11]([C:17]([N:19]([C:23](=[O:31])[NH:24][CH2:25][CH2:26][CH2:27][N:28]([CH3:30])[CH3:29])[CH2:20][CH2:21][CH3:22])=[O:18])[CH2:10]3)#[N:2].C(OCC)(=O)C.[ClH:47]>C(OCC)(=O)C>[ClH:47].[ClH:47].[C:1]([C:3]1[C:7]2[CH2:8][C@@H:9]3[C@@H:14]([CH2:15][C:6]=2[S:5][C:4]=1[NH:32][CH3:33])[N:13]([CH3:16])[CH2:12][C@H:11]([C:17]([N:19]([CH2:20][CH2:21][CH3:22])[C:23]([NH:24][CH2:25][CH2:26][CH2:27][N:28]([CH3:30])[CH3:29])=[O:31])=[O:18])[CH2:10]3)#[N:2] |f:1.2,4.5.6|. Run in C(C)(=O)OCC (ethyl acetate). The reactants are C(C)(=O)OCC.Cl (hydrogen chloride-ethyl acetate), C(#N)C1=C(SC2=C1C[C@H]1C[C@H](CN([C@@H]1C2)C)C(=O)N(CCC)C(NCCCN(C)C)=O)N(C(OC(C)(C)C)=O)C (tert-butyl N-[(4aR*,6R*,8aR*)-3-cyano-6-[({[3-(dimethylamino)propyl]carbamoyl}(propyl)amino)carbonyl]-8-methyl-4H,4aH,5H,6H,7H,8H,8a H,9H-thieno[3,2-g]quinolin-2-yl]-N-methylcarbamate), C(C)(=O)OCC.Cl (hydrogen chloride-ethyl acetate). Procedure details: To a mixture of tert-butyl N-[(4aR*,6R*,8aR*)-3-cyano-6-[({[3-(dimethylamino)propyl]carbamoyl}(propyl)amino)carbonyl]-8-methyl-4H,4aH,5H,6H,7H,8H,8a H,9H-thieno[3,2-g]quinolin-2-yl]-N-methylcarbamate (118 mg) and ethyl acetate (10 mL) was added a 4 mol/L hydrogen chloride-ethyl acetate solution (5 mL) while stirring at room temperature, and the mixture was stirred at the same temperature for 11 hours. To the reaction mixture were added a 4 mol/L hydrogen chloride-ethyl acetate solution (5 mL) wh... Product: Cl.Cl.C(#N)C1=C(SC2=C1C[C@H]1C[C@H](CN([C@@H]1C2)C)C(=O)N(C(=O)NCCCN(C)C)CCC)NC (1-{[(4aR*,6R*,8aR*)-3-Cyano-8-methyl-2-(methylamino)-4H,4aH,5H,6H,7H,8H,8aH,9H-thieno[3,2-g]quinolin-6-yl]carbonyl}-3-[3-(dimethylamino)propyl]-1-propylurea di hydrochloride salt). The reactants are N1N=CC2=CC(=CC=C12)C1=NC2=CC=C(C=C2N=C1N1[C@H](CN(CC1)C1=NC=CC=C1)C)C(=O)OC ((S)-methyl 2-(1H-indazol-5-yl)-3-(2-methyl-4-(pyridin-2-yl)piperazin-1-yl)quinoxaline-6-carboxylate), [OH-].[Na+] (NaOH), Cl (HCl). Run in CO (methanol), O (water), O (water). Conditions: time 6 hour. The product is N1N=CC2=CC(=CC=C12)C1=NC2=CC=C(C=C2N=C1N1[C@H](CN(CC1)C1=NC=CC=C1)C)C(=O)O ((S)-2-(1H-indazol-5-yl)-3-(2-methyl-4-(pyridin-2-yl)piperazin-1-yl)quinoxaline-6-carboxylic acid). Isolated yield 85.9%. RXN SMILES: [NH:1]1[C:9]2[C:4](=[CH:5][C:6]([C:10]3[C:19]([N:20]4[CH2:25][CH2:24][N:23]([C:26]5[CH:31]=[CH:30][CH:29]=[CH:28][N:27]=5)[CH2:22][C@@H:21]4[CH3:32])=[N:18][C:17]4[C:12](=[CH:13][CH:14]=[C:15]([C:33]([O:35]C)=[O:34])[CH:16]=4)[N:11]=3)=[CH:7][CH:8]=2)[CH:3]=[N:2]1.[OH-].[Na+].Cl>CO.O>[NH:1]1[C:9]2[C:4](=[CH:5][C:6]([C:10]3[C:19]([N:20]4[CH2:25][CH2:24][N:23]([C:26]5[CH:31]=[CH:30][CH:29]=[CH:28][N:27]=5)[CH2:22][C@@H:21]4[CH3:32])=[N:18][C:17]4[C:12](=[CH:13][CH:14]=[C:15]([C:33]([OH:35])=[O:34])[CH:16]=4)[N:11]=3)=[CH:7][CH:8]=2)[CH:3]=[N:2]1 |f:1.2|. Procedure details: To a solution of (S)-methyl 2-(1H-indazol-5-yl)-3-(2-methyl-4-(pyridin-2-yl)piperazin-1-yl)quinoxaline-6-carboxylate (47 mg, 0.10 mmol) in methanol (15 ml) was added NaOH (15.6 mg, 0.39 mmol) and water (1 mL). After stirring 6 h at room temperature, the reaction mixture was concentrated under reduced pressure to afford a residue, which was dissolved in water (10 ml), adjusted to pH 6 with HCl (3N). The solids were filtered to give (S)-2-(1H-indazol-5-yl)-3-(2-methyl-4-(pyridin-2-yl)piperazin-1-y... Starting materials: C(C)[C@@H]1[C@@H]([C@]2(C)[C@@H](C1)[C@@H]1CCC3=CC(CC[C@@H]3[C@H]1CC2)=O)OC(CBr)=O (16β-ethyl-17β-bromoacetoxy-4-estren-3-one), C(CCCCCCCCCCCCCCCCC)(=O)[O-].[Na+] (sodium stearate). Solvent: CC(=O)C.O (acetone water). The product is C(C)[C@@H]1[C@@H]([C@]2(C)[C@@H](C1)[C@@H]1CCC3=CC(CC[C@@H]3[C@H]1CC2)=O)OC(COC(CCCCCCCCCCCCCCCCC)=O)=O (16β-Ethyl-17β-stearoyloxyacetoxy-4-estren-3-one). Isolated yield 57.1%. Reaction SMILES: [CH2:1]([C@H:3]1[CH2:8][C@H:7]2[C@H:9]3[C@H:18]([CH2:19][CH2:20][C@:5]2([CH3:6])[C@H:4]1[O:22][C:23](=[O:26])[CH2:24]Br)[C@@H:17]1[C:12](=[CH:13][C:14](=[O:21])[CH2:15][CH2:16]1)[CH2:11][CH2:10]3)[CH3:2].[C:27]([O-:46])(=[O:45])[CH2:28][CH2:29][CH2:30][CH2:31][CH2:32][CH2:33][CH2:34][CH2:35][CH2:36][CH2:37][CH2:38][CH2:39][CH2:40][CH2:41][CH2:42][CH2:43][CH3:44].[Na+]>CC(C)=O.O>[CH2:1]([C@H:3]1[CH2:8][C@H:7]2[C@H:9]3[C@H:18]([CH2:19][CH2:20][C@:5]2([CH3:6])[C@H:4]1[O:22][C:23](=[O:26])[CH2:24][O:46][C:27](=[O:45])[CH2:28][CH2:29][CH2:30][CH2:31][CH2:32][CH2:33][CH2:34][CH2:35][CH2:36][CH2:37][CH2:38][CH2:39][CH2:40][CH2:41][CH2:42][CH2:43][CH3:44])[C@@H:17]1[C:12](=[CH:13][C:14](=[O:21])[CH2:15][CH2:16]1)[CH2:11][CH2:10]3)[CH3:2] |f:1.2,3.4|. Reported procedure: To 150 ml of acetone-water (2:1) are added 1.3 g of 16β-ethyl-17β-bromoacetoxy-4-estren-3-one and 1.0 g of sodium stearate and the mixture is refluxed for 4 hours and allowed to stand at room temperature (15°-25° C.) overnight. The solvent is then distilled off under reduced pressure and the residue is extracted with 150 ml of ethyl acetate. The organic layer is separated, washed with water and saturated aqueous sodium chloride and dried over anhydrous sodium sulfate. The solvent is distilled of...